This data is from the Open Reaction Database (ORD), a public repository of structured organic reaction records. The task is: describe an organic reaction: reactants, conditions, products, and yield Reactants: C(C1=CC=CC=C1)OC1=C(C(=O)OC)C=C(C=C1)C(C(O)OCC)=O (methyl 2-benzyloxy-5-(2-ethoxy-2-hydroxy-acetyl)-benzoate), CC(CCN1N=C(N=C1C)C1=CC=C(C=C1)C)(C)N (1,1-dimethyl-3-(5-methyl-3-p-tolyl-[1,2,4]triazol-1-yl)-propylamine). Yields the product CC(CCN1N=C(N=C1C)C1=CC=C(C=C1)C)(C)NCC(O)C1=CC(=C(C=C1)O)CO (4-{2-[1,1-dimethyl-3-(5-methyl-3-p-tolyl-[1,2,4]triazol-1-yl)-propylamino]-1-hydroxy-ethyl}-2-hydroxymethyl-phenol). RXN SMILES: C([O:8][C:9]1[CH:18]=[CH:17][C:16]([C:19](=[O:25])[CH:20](OCC)O)=[CH:15][C:10]=1[C:11]([O:13]C)=O)C1C=CC=CC=1.[CH3:26][C:27]([NH2:44])([CH3:43])[CH2:28][CH2:29][N:30]1[C:34]([CH3:35])=[N:33][C:32]([C:36]2[CH:41]=[CH:40][C:39]([CH3:42])=[CH:38][CH:37]=2)=[N:31]1>>[CH3:43][C:27]([NH:44][CH2:20][CH:19]([C:16]1[CH:17]=[CH:18][C:9]([OH:8])=[C:10]([CH2:11][OH:13])[CH:15]=1)[OH:25])([CH3:26])[CH2:28][CH2:29][N:30]1[C:34]([CH3:35])=[N:33][C:32]([C:36]2[CH:37]=[CH:38][C:39]([CH3:42])=[CH:40][CH:41]=2)=[N:31]1. Reported procedure: The compound is prepared analogously to the general working method A from 241 mg (0.7 mmol) of methyl 2-benzyloxy-5-(2-ethoxy-2-hydroxy-acetyl)-benzoate and 181 mg (0.7 mmol) of 1,1-dimethyl-3-(5-methyl-3-p-tolyl-[1,2,4]triazol-1-yl)-propylamine. Starting materials: BrCC(=O)Br (2-bromoacetyl bromide), C(C)NCC (diethylamine), NC=1C(=CC=CC1)C (o-toluidine), C(C)(C)(C)C1=CC=C(C=C1)S(=O)(=O)Cl (4-tert-butyl-benzenesulfonyl chloride). Product: C(C)(C)(C)C1=CC=C(C=C1)S(=O)(=O)N(CC(=O)N(CC)CC)C1=C(C=CC=C1)C (2-[(4-tert-Butyl-benzenesulfonyl)-o-tolyl-amino]-N,N-diethyl-acetamide). As a reaction SMILES: Br[CH2:2][C:3](Br)=[O:4].[CH2:6]([NH:8][CH2:9][CH3:10])[CH3:7].[NH2:11][C:12]1[C:13]([CH3:18])=[CH:14][CH:15]=[CH:16][CH:17]=1.[C:19]([C:23]1[CH:28]=[CH:27][C:26]([S:29](Cl)(=[O:31])=[O:30])=[CH:25][CH:24]=1)([CH3:22])([CH3:21])[CH3:20]>>[C:19]([C:23]1[CH:28]=[CH:27][C:26]([S:29]([N:11]([C:12]2[CH:17]=[CH:16][CH:15]=[CH:14][C:13]=2[CH3:18])[CH2:2][C:3]([N:8]([CH2:9][CH3:10])[CH2:6][CH3:7])=[O:4])(=[O:31])=[O:30])=[CH:25][CH:24]=1)([CH3:22])([CH3:20])[CH3:21]. Reported procedure: prepared by reaction of 2-bromoacetyl bromide with diethylamine, o-toluidine and 4-tert-butyl-benzenesulfonyl chloride Reactants: N[C@@H](CCNC1=NC(=C(C(N1C)=O)C1=CC=C(C=C1)F)C1=CC=NC=C1)C1=CC=CC=C1 (2-(((S)-3-amino-3-phenylpropyl) -amino)-5-(4-fluorophenyl)-3-methyl-6-(4-pyridyl)-4(3H)-pyrimidinone), C(C)(=O)OC(C)=O (acetic anhydride). Solvent: CO (methanol). Yields the product C(C)(=O)N[C@@H](CCNC1=NC(=C(C(N1C)=O)C1=CC=C(C=C1)F)C1=CC=NC=C1)C1=CC=CC=C1 (2-(((S)-3-Acetamido-3-phenylpropyl)-amino)-5-(4-fluorophenyl)-3-methyl-6-(4-pyridyl)-4(3H)-pyrimidinone). RXN SMILES: [NH2:1][C@H:2]([C:27]1[CH:32]=[CH:31][CH:30]=[CH:29][CH:28]=1)[CH2:3][CH2:4][NH:5][C:6]1[N:11]([CH3:12])[C:10](=[O:13])[C:9]([C:14]2[CH:19]=[CH:18][C:17]([F:20])=[CH:16][CH:15]=2)=[C:8]([C:21]2[CH:26]=[CH:25][N:24]=[CH:23][CH:22]=2)[N:7]=1.[C:33](OC(=O)C)(=[O:35])[CH3:34]>CO>[C:33]([NH:1][C@H:2]([C:27]1[CH:32]=[CH:31][CH:30]=[CH:29][CH:28]=1)[CH2:3][CH2:4][NH:5][C:6]1[N:11]([CH3:12])[C:10](=[O:13])[C:9]([C:14]2[CH:15]=[CH:16][C:17]([F:20])=[CH:18][CH:19]=2)=[C:8]([C:21]2[CH:26]=[CH:25][N:24]=[CH:23][CH:22]=2)[N:7]=1)(=[O:35])[CH3:34]. Procedure details: A solution of 2-(((S)-3-amino-3-phenylpropyl) -amino)-5-(4-fluorophenyl)-3-methyl-6-(4-pyridyl)-4(3H)-pyrimidinone (23.8 mg, 0.055 mmol) and acetic anhydride (20 μl, 0.21 mmol) in methanol(1 ml) was kept for 30 min at room temperature. Evaporation was followed by column chromatography (dichloromethane-methanol-ammonium hydroxide=93:7:0.7) to provide the title compound. MS (m/z): 472.2 (M+H)+; C27H26FN5O2requir. 471.5. Starting materials: BrCBr (dibromomethane), FC1=CC=C(C=C1)NC(=O)CC(=O)OC (methyl 2-[N-(4-fluorophenyl)carbamoyl]acetate), C(=S)=S (carbon disulfide), [OH-].[Na+] (sodium hydroxide). Solvent: CC(=O)C (acetone). Reaction conditions: time 2 hour. Yields the product S1C(SC1)=C(C(=O)OC)C(NC1=CC=C(C=C1)F)=O (Methyl 2-(1,3-dithietan-2-ylidene)-2-[N-(4-fluorophenyl)carbamoyl]acetate). Reaction SMILES: [F:1][C:2]1[CH:7]=[CH:6][C:5]([NH:8][C:9]([CH2:11][C:12]([O:14][CH3:15])=[O:13])=[O:10])=[CH:4][CH:3]=1.[C:16](=[S:18])=[S:17].[OH-].[Na+].Br[CH2:22]Br>CC(C)=O>[S:17]1[CH2:22][S:18][C:16]1=[C:11]([C:9](=[O:10])[NH:8][C:5]1[CH:4]=[CH:3][C:2]([F:1])=[CH:7][CH:6]=1)[C:12]([O:14][CH3:15])=[O:13] |f:2.3|. Procedure: A mixture of methyl 2-[N-(4-fluorophenyl)carbamoyl]acetate (10 g), carbon disulfide (3.2 ml) and acetone (200 ml) was cooled to 5°-10° C., to which 50% aqueous sodium hydroxide (4.2 ml) was added dropwise. The mixture was stirred at same temperature for 2 hrs, then dibromomethane (4 ml) was added dropwise and the reaction mixture was stirred at room temperature for 1 hr and refluxed for 2 hrs. The solid was removed by filtration and the filtrate was poured onto ice-water. The solid formed was fi... Starting materials: O=C([O-])[O-], ClCI, [Cs+], [Cs+], C1CCOC1, COc1cc(C2C(=O)N(C(c3ccccc3)c3ccccc3)c3ccccc32)c(O)cc1F. Yields the product COc1cc2c(cc1F)OCC21C(=O)N(C(c2ccccc2)c2ccccc2)c2ccccc21. As a reaction SMILES: [C:37](=[O:38])([O-:39])[O-:40].[Cl:34][CH2:35][I:36].[Cs+:41].[Cs+:42].[O:43]1[CH2:44][CH2:45][CH2:46][CH2:47]1.[c:1]1([CH:7]([N:8]2[C:9](=[O:27])[CH:10]([c:17]3[c:18]([OH:26])[cH:19][c:20]([F:25])[c:21]([O:23][CH3:24])[cH:22]3)[c:11]3[cH:12][cH:13][cH:14][cH:15][c:16]32)[c:28]2[cH:29][cH:30][cH:31][cH:32][cH:33]2)[cH:2][cH:3][cH:4][cH:5][cH:6]1>>[c:1]1([CH:7]([N:8]2[C:9](=[O:27])[C:10]3([c:11]4[cH:12][cH:13][cH:14][cH:15][c:16]42)[c:17]2[c:18]([cH:19][c:20]([F:25])[c:21]([O:23][CH3:24])[cH:22]2)[O:26][CH2:35]3)[c:28]2[cH:29][cH:30][cH:31][cH:32][cH:33]2)[cH:2][cH:3][cH:4][cH:5][cH:6]1.